Dataset: the Open Reaction Database (ORD), a public repository of structured organic reaction records. Task: describe an organic reaction: reactants, conditions, products, and yield Reactants: [Si](C)(C)(C(C)(C)C)OC[C@@H](C)OC=1C=CC=C2C=CC(=NC12)C ((R)-8-(1-(tert-butyldimethylsilyloxy)propan-2-yloxy)-2-methylquinoline), [Se](=O)=O (selenium dioxide), resultant mixture. The solvent is O1CCOCC1 (dioxane), O (water). Yields the product [Si](C)(C)(C(C)(C)C)OC[C@@H](C)OC=1C=CC=C2C=CC(=NC12)C=O ((R)-8-(1-(tert-butyldimethylsilyloxy)propan-2-yloxy)quinoline-2-carbaldehyde). Yield: 83.9%. As a reaction SMILES: [Si:1]([O:8][CH2:9][C@H:10]([O:12][C:13]1[CH:14]=[CH:15][CH:16]=[C:17]2[C:22]=1[N:21]=[C:20]([CH3:23])[CH:19]=[CH:18]2)[CH3:11])([C:4]([CH3:7])([CH3:6])[CH3:5])([CH3:3])[CH3:2].[Se](=O)=[O:25]>O1CCOCC1.O>[Si:1]([O:8][CH2:9][C@H:10]([O:12][C:13]1[CH:14]=[CH:15][CH:16]=[C:17]2[C:22]=1[N:21]=[C:20]([CH:23]=[O:25])[CH:19]=[CH:18]2)[CH3:11])([C:4]([CH3:6])([CH3:7])[CH3:5])([CH3:3])[CH3:2]. Procedure details: To a solution of (R)-8-(1-(tert-butyldimethylsilyloxy)propan-2-yloxy)-2-methylquinoline (0.33 g, 1.0 mmol) in dioxane (40 mL) and water (0.4 mL) was added selenium dioxide (0.13 g, 1.2 mmol) and the resultant mixture heated at reflux for 1 hour. The cooled reaction mixture was filtered through a plug of Celite® to remove solids, rinsing with dichloromethane and the filtrate was concentrated under reduced pressure. The residue was purified by normal phase chromatography on silica gel (10% ethyl a... The reactants are CC(C)(C=O)COC1CCCCO1, COP(=O)(OC)C(=[N+]=[N-])C(C)=O, CO, CCOCC, [K+], [K+], O=C([O-])[O-]. Yields the product C#CC(C)(C)COC1CCCCO1. Reaction SMILES: [CH3:13][C:14]([CH:15]=[O:16])([CH2:17][O:18][CH:19]1[O:20][CH2:21][CH2:22][CH2:23][CH2:24]1)[CH3:25].[CH3:1][O:2][P:3]([C:4](=[N+:5]=[N-:6])[C:7](=[O:8])[CH3:9])(=[O:10])[O:11][CH3:12].[CH3:32][OH:33].[CH3:34][CH2:35][O:36][CH2:37][CH3:38].[K+:26].[K+:27].[O-:28][C:29]([O-:30])=[O:31]>>[CH:1]#[C:15][C:14]([CH3:13])([CH2:17][O:18][CH:19]1[O:20][CH2:21][CH2:22][CH2:23][CH2:24]1)[CH3:25]. Starting materials: C(\C=C\CCCCCC)O (trans-2-nonen-1-ol), C(C)(=O)OC(C)=O (acetic anhydride). Run in N1=CC=CC=C1 (Pyridine). Product: C(C)(=O)OC\C=C\CCCCCC (Trans-2-nonenyl acetate). Reaction SMILES: [CH2:1]([OH:10])/[CH:2]=[CH:3]/[CH2:4][CH2:5][CH2:6][CH2:7][CH2:8][CH3:9].[C:11](OC(=O)C)(=[O:13])[CH3:12]>N1C=CC=CC=1>[C:11]([O:10][CH2:1]/[CH:2]=[CH:3]/[CH2:4][CH2:5][CH2:6][CH2:7][CH2:8][CH3:9])(=[O:13])[CH3:12]. Reported procedure: Pyridine (100 ml) and trans-2-nonen-1-ol (28.4 g, 0.2 mole) are heated to 110°C and acetic anhydride (30.6 g, 0.3 mole) is added dropwise. The reaction mixture is maintained at 110°-115° for 2 hours and 120°-125°C for 3 hours. The mixture is cooled and washed with water, 5% sulfuric acid, and finally water. The solution is dried over sodium sulfate. Trans-2-nonenyl acetate, 33.0 g is obtained by vacuum distillation, b.p. 70°-5°C/50-55 mm. Reactants: O=Cc1cc(O)ccc1Br, O=C([O-])[O-], N#Cc1cnc(Cl)cc1OCCOC1CCCCO1, [K+], [K+], CN(C)C=O. The product is N#Cc1cnc(Oc2ccc(Br)c(C=O)c2)cc1OCCOC1CCCCO1. As a reaction SMILES: [Br:20][c:21]1[c:22]([CH:23]=[O:24])[cH:25][c:26]([OH:29])[cH:27][cH:28]1.[C:30](=[O:31])([O-:32])[O-:33].[Cl:1][c:2]1[n:3][cH:4][c:5]([C:6]#[N:7])[c:8]([O:10][CH2:11][CH2:12][O:13][CH:14]2[O:15][CH2:16][CH2:17][CH2:18][CH2:19]2)[cH:9]1.[K+:34].[K+:35].[O:36]=[CH:37][N:38]([CH3:39])[CH3:40]>>[c:2]1([O:29][c:26]2[cH:25][c:22]([CH:23]=[O:24])[c:21]([Br:20])[cH:28][cH:27]2)[n:3][cH:4][c:5]([C:6]#[N:7])[c:8]([O:10][CH2:11][CH2:12][O:13][CH:14]2[O:15][CH2:16][CH2:17][CH2:18][CH2:19]2)[cH:9]1.